This data is from the Open Reaction Database (ORD), a public repository of structured organic reaction records. The task is: describe an organic reaction: reactants, conditions, products, and yield Reactants: O (water), C([O-])([O-])=O.[Cs+].[Cs+] (cesium carbonate), BrCCCC(=O)OCC (ethyl 4-bromobutyrate), C(C)(C)(C)OC(=O)N[C@@H]1CC2=CC(=CC=C2CC1)O ((S)-2-(tert-Butoxycarbonylamino)-7-hydroxytetralin). Solvent: CN(C=O)C (N,N-dimethylformamide). Conditions: time 1.5 hour. Yields the product C(C)(C)(C)OC(=O)N[C@@H]1CC2=CC(=CC=C2CC1)OCCCC(=O)OCC (ethyl (S)-4-[2-(tert-butoxycarbonylamino)-1,2,3,4-tetrahydronaphthalen-7-yloxy]butyrate). As a reaction SMILES: [C:1]([O:5][C:6]([NH:8][C@H:9]1[CH2:18][CH2:17][C:16]2[C:11](=[CH:12][C:13]([OH:19])=[CH:14][CH:15]=2)[CH2:10]1)=[O:7])([CH3:4])([CH3:3])[CH3:2].C(=O)([O-])[O-].[Cs+].[Cs+].Br[CH2:27][CH2:28][CH2:29][C:30]([O:32][CH2:33][CH3:34])=[O:31].O>CN(C)C=O>[C:1]([O:5][C:6]([NH:8][C@H:9]1[CH2:18][CH2:17][C:16]2[C:11](=[CH:12][C:13]([O:19][CH2:27][CH2:28][CH2:29][C:30]([O:32][CH2:33][CH3:34])=[O:31])=[CH:14][CH:15]=2)[CH2:10]1)=[O:7])([CH3:4])([CH3:2])[CH3:3] |f:1.2.3|. Procedure: (S)-2-(tert-Butoxycarbonylamino)-7-hydroxytetralin (400 mg) was dissolved in 8 ml of N,N-dimethylformamide, 3.16 g of cesium carbonate and 650 μl of ethyl 4-bromobutyrate were added to the solution, and the mixture was stirred at room temperature for 1.5 hours. After addition of water, the reaction mixture was extracted with ethyl acetate, and the extract was washed with water and then dried over anhydrous magnesium sulfate. The solvent was evaporated under reduced pressure and the residue was p... Starting materials: C(C)OC(CC1C2=C(B(O1)O)C=C(C=C2CBr)O)=O ((4-bromomethyl-1,6-dihydroxy-1,3-dihydro-benzo[c][1,2]oxaborol-3-yl)-acetic acid ethyl ester), [N-]=[N+]=[N-].[Na+] (sodium azide). Solvent: CC#N.O (CH3CN H2O). Run at time 8 hour. Product: C(C)OC(CC1C2=C(B(O1)O)C=C(C=C2CN=[N+]=[N-])O)=O ((4-Azidomethyl-1,6-dihydroxy-1,3-dihydro-benzo[c][1,2]oxaborol-3-yl)-acetic acid ethyl ester). Reaction SMILES: [CH2:1]([O:3][C:4](=[O:19])[CH2:5][CH:6]1[O:10][B:9]([OH:11])[C:8]2[CH:12]=[C:13]([OH:18])[CH:14]=[C:15]([CH2:16]Br)[C:7]1=2)[CH3:2].[N-:20]=[N+:21]=[N-:22].[Na+]>CC#N.O>[CH2:1]([O:3][C:4](=[O:19])[CH2:5][CH:6]1[O:10][B:9]([OH:11])[C:8]2[CH:12]=[C:13]([OH:18])[CH:14]=[C:15]([CH2:16][N:20]=[N+:21]=[N-:22])[C:7]1=2)[CH3:2] |f:1.2,3.4|. Procedure details: To a crude (4-bromomethyl-1,6-dihydroxy-1,3-dihydro-benzo[c][1,2]oxaborol-3-yl)-acetic acid ethyl ester in CH3CN/H2O (10/2 mL) was added sodium azide (3.1 g, 48 mmol). The solution was stirred overnight at r.t. The crude solution was purified by HPLC, yielded 450 mg of the title compound. 1H NMR (300 MHz, CD3CN) δ 7.21 (s, 1H), 6.99 (s, 1H), 5.61 (dd, 1H), 4.31-4.56 (dd, 2H), 4.10 (q, 2H), 3.02-3.14 (dd, 1H), 2.37-2.43 (m, 1H), 1.21 (t, 3H). Procedure: Following General Procedure B and using triethyl 2-fluoro-2-phosphonoacetate (0.3 mL, 1.44 mmol), THF (4 mL), n-BuLi (0.9 mL, 1.6 M in hexane, 1.44 mmol), (3E,5E)-5-fluoro-6-(5,5,8,8-tetramethyl-3-propoxy-5,6,7,8-tetrahydro-naphthalen-2-yl)-hepta-3,5-dien-2-one (Intermediate 9, 177 mg, 0.48 mmol) in THF (2 mL) at −78° C. for overnight, the title compound and its 2-E isomer were obtained by flash column chromatography on silica gel (3% EtOAc-hexane) as a ˜1.4:1 mixture (222 mg). Further purificat... The solvent is C1CCOC1 (THF), C1CCOC1 (THF). Reactants: F/C(/C=C/C(C)=O)=C(\C)/C1=CC=2C(CCC(C2C=C1OCCC)(C)C)(C)C ((3E,5E)-5-fluoro-6-(5,5,8,8-tetramethyl-3-propoxy-5,6,7,8-tetrahydro-naphthalen-2-yl)-hepta-3,5-dien-2-one), F/C(/C=C/C(C)=O)=C(\C)/C1=CC=2C(CCC(C2C=C1OCCC)(C)C)(C)C ((3E,5E)-5-fluoro-6-(5,5,8,8-tetramethyl-3-propoxy-5,6,7,8-tetrahydro-naphthalen-2-yl)-hepta-3,5-dien-2-one), CCOC(=O)C(F)P(=O)(OCC)OCC (triethyl 2-fluoro-2-phosphonoacetate), [Li]CCCC (n-BuLi). Reaction SMILES: [CH3:1][CH2:2][O:3][C:4]([CH:6](P(OCC)(OCC)=O)[F:7])=[O:5].[Li]CCCC.[F:21]/[C:22](=[C:28](/[C:30]1[C:39]([O:40][CH2:41][CH2:42][CH3:43])=[CH:38][C:37]2[C:36]([CH3:45])([CH3:44])[CH2:35][CH2:34][C:33]([CH3:47])([CH3:46])[C:32]=2[CH:31]=1)\[CH3:29])/[CH:23]=[CH:24]/[C:25](=O)[CH3:26]>C1COCC1>[CH2:2]([O:3][C:4](=[O:5])/[C:6](/[F:7])=[C:25](\[CH3:26])/[CH:24]=[CH:23]/[C:22](/[F:21])=[C:28](\[C:30]1[C:39]([O:40][CH2:41][CH2:42][CH3:43])=[CH:38][C:37]2[C:36]([CH3:45])([CH3:44])[CH2:35][CH2:34][C:33]([CH3:47])([CH3:46])[C:32]=2[CH:31]=1)/[CH3:29])[CH3:1]. The product is C(C)OC(/C(=C(/C=C/C(=C(/C)\C1=CC=2C(CCC(C2C=C1OCCC)(C)C)(C)C)/F)\C)/F)=O ((2Z,4E,6E)-2,6-Difluoro-3-methyl-7-(5,5,8,8-tetramethyl-3-propoxy-5,6,7,8-tetrahydro-naphthalen-2-yl)-octa-2,4,6-trienoic acid ethyl ester), mixture.